This data is from the Open Reaction Database (ORD), a public repository of structured organic reaction records. The task is: describe an organic reaction: reactants, conditions, products, and yield Starting materials: P(=O)(Cl)(Cl)Cl (Phosphorus oxychloride), OC1=NC(=C(C(=N1)C)C(=O)OCC)C (ethyl 2-hydroxy-4,6-dimethylpyrimidine-5-carboxylate), CN(C1=CC=CC=C1)C (N,N-dimethylaniline), ice water, C(=O)(O)[O-].[Na+] (NaHCO3). The reagents and catalysts are [Cl-].C(C1=CC=CC=C1)[N+](CC)(CC)CC (benzyltriethylammonium chloride). Run in C(C)#N (acetonitrile). Yields the product ClC1=NC(=C(C(=N1)C)C(=O)OCC)C (ethyl 2-chloro-4,6-dimethylpyrimidine-5-carboxylate). Isolated yield 63.3%. Reaction SMILES: P(Cl)(Cl)([Cl:3])=O.O[C:7]1[N:12]=[C:11]([CH3:13])[C:10]([C:14]([O:16][CH2:17][CH3:18])=[O:15])=[C:9]([CH3:19])[N:8]=1.CN(C)C1C=CC=CC=1.C([O-])(O)=O.[Na+]>[Cl-].C([N+](CC)(CC)CC)C1C=CC=CC=1.C(#N)C>[Cl:3][C:7]1[N:12]=[C:11]([CH3:13])[C:10]([C:14]([O:16][CH2:17][CH3:18])=[O:15])=[C:9]([CH3:19])[N:8]=1 |f:3.4,5.6|. Reported procedure: Phosphorus oxychloride (2.8 ml, 30 mmol) was added to a mixture of 6a (1.47 g, 7.5 mmol), benzyltriethylammonium chloride (1.71 g, 7.5 mmol) and N,N-dimethylaniline (1.82 g, 15 mmol) in acetonitrile (30 ml). The mixture was reflux for 5 hours. The mixture was poured into ice water and neutralized with NaHCO3. The solution was extracted with ethyl acetate. The organic layer washed with brine, dried over MgSO4, concentrated and chromatographed to obtain 6b, (1.02 g, 4.75 mmol, 63%). Starting materials: CC(C)(C)OC(=O)NCc1cccc(CNS(=O)(=O)c2cccc3cnccc23)c1, CO, Cl. The product is NCc1cccc(CNS(=O)(=O)c2cccc3cnccc23)c1. As a reaction SMILES: [C:1]([O:2][C:3](=[O:4])[NH:8][CH2:9][c:10]1[cH:11][c:12]([CH2:16][NH:17][S:18](=[O:19])(=[O:20])[c:21]2[c:22]3[cH:23][cH:24][n:25][cH:26][c:27]3[cH:28][cH:29][cH:30]2)[cH:13][cH:14][cH:15]1)([CH3:5])([CH3:6])[CH3:7].[CH3:32][OH:33].[ClH:31]>>[NH2:8][CH2:9][c:10]1[cH:11][c:12]([CH2:16][NH:17][S:18](=[O:19])(=[O:20])[c:21]2[c:22]3[cH:23][cH:24][n:25][cH:26][c:27]3[cH:28][cH:29][cH:30]2)[cH:13][cH:14][cH:15]1.